describe an organic reaction: reactants, conditions, products, and yield From a dataset of the Open Reaction Database (ORD), a public repository of structured organic reaction records. Starting materials: COCOc1cc(OC)c(OCOC)c(CCCCOS(C)(=O)=O)c1OC, CC(C)=O, CN(C)P(=O)(N(C)C)N(C)C, [I-], [Na+]. Product: COCOc1cc(OC)c(OCOC)c(CCCCI)c1OC. Reaction SMILES: [CH3:1][S:2]([O:3][CH2:6][CH2:7][CH2:8][CH2:9][c:10]1[c:11]([O:26][CH3:27])[c:12]([O:22][CH2:23][O:24][CH3:25])[cH:13][c:14]([O:20][CH3:21])[c:15]1[O:16][CH2:17][O:18][CH3:19])(=[O:4])=[O:5].[CH3:30][C:31](=[O:32])[CH3:33].[CH3:34][N:35]([CH3:36])[P:37](=[O:38])([N:39]([CH3:40])[CH3:41])[N:42]([CH3:43])[CH3:44].[I-:29].[Na+:28]>>[CH2:6]([CH2:7][CH2:8][CH2:9][c:10]1[c:11]([O:26][CH3:27])[c:12]([O:22][CH2:23][O:24][CH3:25])[cH:13][c:14]([O:20][CH3:21])[c:15]1[O:16][CH2:17][O:18][CH3:19])[I:29]. The reactants are Oc1ccc(Cl)nc1I, CC(C)OC(=O)N=NC(=O)OC(C)C, C1CCOC1, c1ccc(P(c2ccccc2)c2ccccc2)cc1, OCCc1ccsc1. Product: Clc1ccc(OCCc2ccsc2)c(I)n1. As a reaction SMILES: [Cl:1][c:2]1[cH:3][cH:4][c:5]([OH:9])[c:6]([I:8])[n:7]1.[O:37]=[C:38]([O:39][CH:40]([CH3:41])[CH3:42])[N:43]=[N:44][C:45]([O:46][CH:47]([CH3:48])[CH3:49])=[O:50].[O:51]1[CH2:52][CH2:53][CH2:54][CH2:55]1.[c:18]1([P:19]([c:20]2[cH:21][cH:22][cH:23][cH:24][cH:25]2)[c:26]2[cH:27][cH:28][cH:29][cH:30][cH:31]2)[cH:32][cH:33][cH:34][cH:35][cH:36]1.[s:10]1[cH:11][c:12]([CH2:15][CH2:16][OH:17])[cH:13][cH:14]1>>[Cl:1][c:2]1[cH:3][cH:4][c:5]([O:9][CH2:16][CH2:15][c:12]2[cH:11][s:10][cH:14][cH:13]2)[c:6]([I:8])[n:7]1.